This data is from the Open Reaction Database (ORD), a public repository of structured organic reaction records. The task is: describe an organic reaction: reactants, conditions, products, and yield The reactants are CC1C(=O)N(CCCC(=O)N2CCC3(CC3)C(O)C2)C(C(N)=O)CN1C(=O)OCc1ccccc1, O=C=Nc1ccc(C(F)(F)F)c(Cl)c1. Yields the product CC1C(=O)N(CCCC(=O)N2CCC3(CC3)C(O)C2)C(C(N)=O)CN1C(=O)Nc1ccc(C(F)(F)F)c(Cl)c1. As a reaction SMILES: [CH2:1]([c:3]1[cH:4][cH:5][cH:6][cH:7][cH:10]1)[O:8][C:9](=[O:2])[N:11]1[CH:12]([CH3:35])[C:13](=[O:34])[N:14]([CH2:20][CH2:21][CH2:22][C:23](=[O:24])[N:25]2[CH2:26][CH:27]([OH:33])[C:28]3([CH2:29][CH2:30]3)[CH2:31][CH2:32]2)[CH:15]([C:17]([NH2:18])=[O:19])[CH2:16]1.[Cl:36][c:37]1[c:38]([C:46]([F:47])([F:48])[F:49])[cH:39][cH:40][c:41]([N:43]=[C:44]=[O:45])[cH:42]1>>[O:8]=[C:9]([N:11]1[CH:12]([CH3:35])[C:13](=[O:34])[N:14]([CH2:20][CH2:21][CH2:22][C:23](=[O:24])[N:25]2[CH2:26][CH:27]([OH:33])[C:28]3([CH2:29][CH2:30]3)[CH2:31][CH2:32]2)[CH:15]([C:17]([NH2:18])=[O:19])[CH2:16]1)[NH:43][c:41]1[cH:40][cH:39][c:38]([C:46]([F:47])([F:48])[F:49])[c:37]([Cl:36])[cH:42]1. Run at temperature 50 celsius, time 3 hour. The solvent is O1CCCC1 (tetrahydrofuran), C(C)(=O)OCC (ethyl acetate). Reported procedure: A solution of 2-benzhydryloxycarbonyl-3-(1-bromo-2-oxoethyl)-7-t-butoxycarbonylamino-8-oxo-5-thia-1-azabicyclo[4.2.0]oct-2-ene (mixture of the epimeric bromoaldehydes) (2.34 g) and thioformamide (0.3 g) in dry tetrahydrofuran (23 cc) is stirred for 3 hours at 20° and then heated for 90 minutes at 50° C. The reaction mixture is diluted with ethyl acetate (160 cc) and washed with a saturated solution of sodium bicarbonate (100 cc) and then with a semi-saturated solution of sodium chloride (100 cc)... RXN SMILES: [CH:1]([O:14][C:15]([C:17]1[N:18]2[CH:21]([S:22][CH2:23][C:24]=1[CH:25](Br)[CH:26]=O)[CH:20]([NH:29][C:30]([O:32][C:33]([CH3:36])([CH3:35])[CH3:34])=[O:31])[C:19]2=[O:37])=[O:16])([C:8]1[CH:13]=[CH:12][CH:11]=[CH:10][CH:9]=1)[C:2]1[CH:7]=[CH:6][CH:5]=[CH:4][CH:3]=1.[CH:38]([NH2:40])=[S:39]>O1CCCC1.C(OCC)(=O)C>[CH:1]([O:14][C:15]([C:17]1[N:18]2[CH:21]([S:22][CH2:23][C:24]=1[C:25]1[S:39][CH:38]=[N:40][CH:26]=1)[CH:20]([NH:29][C:30]([O:32][C:33]([CH3:34])([CH3:36])[CH3:35])=[O:31])[C:19]2=[O:37])=[O:16])([C:2]1[CH:3]=[CH:4][CH:5]=[CH:6][CH:7]=1)[C:8]1[CH:9]=[CH:10][CH:11]=[CH:12][CH:13]=1. Yields the product C(C1=CC=CC=C1)(C1=CC=CC=C1)OC(=O)C=1N2C(C(C2SCC1C1=CN=CS1)NC(=O)OC(C)(C)C)=O (2-benzhydryloxycarbonyl-7-t-butoxycarbonylamino-8-oxo-3-(thiazol-5-yl)-5-thia-1-azabicyclo[4.2.0]oct-2-ene). Reactants: C(C1=CC=CC=C1)(C1=CC=CC=C1)OC(=O)C=1N2C(C(C2SCC1C(C=O)Br)NC(=O)OC(C)(C)C)=O (2-benzhydryloxycarbonyl-3-(1-bromo-2-oxoethyl)-7-t-butoxycarbonylamino-8-oxo-5-thia-1-azabicyclo[4.2.0]oct-2-ene), bromoaldehydes, C(=S)N (thioformamide). Conditions: time 30 minute. Yields the product O[C@H](C(=O)N1CC=C(CC1)C1=C(C=C(C=C1F)N1C(O[C@H](C1)CNC1=NC=CN=C1)=O)F)CO (3-(4-(1-(2(S),3-Dihydroxypropanoyl)-1,2,5,6-tetrahydropyrid-4-yl)-3,5-difluorophenyl)-5(S)-pyrazin-2-ylaminomethyloxazolidin-2-one). RXN SMILES: CC1(C)[O:6][C@H:5]([C:7]([N:9]2[CH2:14][CH2:13][C:12]([C:15]3[C:20]([F:21])=[CH:19][C:18]([N:22]4[CH2:26][C@H:25]([CH2:27][N:28]([C:36]5[CH:41]=[N:40][CH:39]=[CH:38][N:37]=5)C(OC(C)(C)C)=O)[O:24][C:23]4=[O:42])=[CH:17][C:16]=3[F:43])=[CH:11][CH2:10]2)=[O:8])[CH2:4][O:3]1.FC(F)(F)C(O)=O.O>ClCCl>[OH:6][C@@H:5]([CH2:4][OH:3])[C:7]([N:9]1[CH2:14][CH2:13][C:12]([C:15]2[C:20]([F:21])=[CH:19][C:18]([N:22]3[CH2:26][C@H:25]([CH2:27][NH:28][C:36]4[CH:41]=[N:40][CH:39]=[CH:38][N:37]=4)[O:24][C:23]3=[O:42])=[CH:17][C:16]=2[F:43])=[CH:11][CH2:10]1)=[O:8]. Isolated yield 102.0%. Reactants: FC(C(=O)O)(F)F (trifluoroacetic acid), CC1(OC[C@H](O1)C(=O)N1CC=C(CC1)C1=C(C=C(C=C1F)N1C(O[C@H](C1)CN(C(=O)OC(C)(C)C)C1=NC=CN=C1)=O)F)C (3-(4-(1-(2,2-Dimethyl-1,3-dioxolan-4(S)-ylcarbonyl)-1,2,5,6-tetrahydropyrid-4-yl)-3,5-difluorophenyl)-5(R)-(N-(t-butoxycarbonyl)pyrazin-2-ylaminomethyl)oxazolidin-2-one), O (water). Reported procedure: 3-(4-(1-(2,2-Dimethyl-1,3-dioxolan-4(S)-ylcarbonyl)-1,2,5,6-tetrahydropyrid-4-yl)-3,5-difluorophenyl)-5(R)-(N-(t-butoxycarbonyl)pyrazin-2-ylaminomethyl)oxazolidin-2-one (400 mg, 0.65 mM) was dissolved in dichloromethane (4 ml) and treated with trifluoroacetic acid (4 ml) at ambient temperature. After stirring for 30 minutes at ambient temperature, water (0.8 ml) was added, and stirring continued for 2 hours. Solvent was removed, the residue dissolved in methanol (20 ml), and treated with aqueous... Solvent: ClCCl (dichloromethane).